From a dataset of the Open Reaction Database (ORD), a public repository of structured organic reaction records. describe an organic reaction: reactants, conditions, products, and yield The reactants are CCOCC, Cc1onc(-c2ccccc2)c1C(=O)O, Cc1onc(-c2ccccc2)c1C(=O)NC1CCC(c2cccc(F)c2)(N(C)C)CC1, CCC(C)=O, CCOC(C)=O, CO, CO, CCOCC, C[Si](C)(C)Cl, Cl, CN(C)C1(c2cccc(F)c2)CCC(N)CC1, O. The product is Cc1onc(-c2ccccc2)c1C(=O)NC1CCC(c2cccc(F)c2)(N(C)C)CC1, Cl. Reaction SMILES: [CH2:86]([O:87][CH2:88][CH3:89])[CH3:90].[CH3:18][c:19]1[o:20][n:21][c:22](-[c:23]2[cH:24][cH:25][cH:26][cH:27][cH:28]2)[c:29]1[C:30]([OH:31])=[O:32].[CH3:34][N:35]([C:36]1([c:57]2[cH:58][c:59]([F:63])[cH:60][cH:61][cH:62]2)[CH2:37][CH2:38][CH:39]([NH:42][C:43](=[O:44])[c:45]2[c:46](-[c:51]3[cH:52][cH:53][cH:54][cH:55][cH:56]3)[n:47][o:48][c:49]2[CH3:50])[CH2:40][CH2:41]1)[CH3:64].[CH3:70][C:71](=[O:72])[CH2:73][CH3:74].[CH3:76][CH2:77][O:78][C:79](=[O:80])[CH3:81].[CH3:82][OH:83].[CH3:84][OH:85].[CH3:91][CH2:92][O:93][CH2:94][CH3:95].[Cl:65][Si:66]([CH3:67])([CH3:68])[CH3:69].[ClH:33].[F:1][c:2]1[cH:3][c:4]([C:5]2([N:6]([CH3:7])[CH3:8])[CH2:9][CH2:10][CH:11]([NH2:12])[CH2:13][CH2:14]2)[cH:15][cH:16][cH:17]1.[OH2:75]>>[CH3:34][N:35]([C:36]1([c:57]2[cH:58][c:59]([F:63])[cH:60][cH:61][cH:62]2)[CH2:37][CH2:38][CH:39]([NH:42][C:43](=[O:44])[c:45]2[c:46](-[c:51]3[cH:52][cH:53][cH:54][cH:55][cH:56]3)[n:47][o:48][c:49]2[CH3:50])[CH2:40][CH2:41]1)[CH3:64].[ClH:65].